This data is from the Open Reaction Database (ORD), a public repository of structured organic reaction records. The task is: describe an organic reaction: reactants, conditions, products, and yield Starting materials: crude product, C1(CC1)N(C=1C=C(C=CC1)NC(OC(C)(C)C)=O)C1=NC=C(C(=N1)SC#N)[N+](=O)[O-] (tert-butyl {3-[cyclopropyl(5-nitro-4-thiocyanatopyrimidin-2-yl)amino]phenyl}carbamate), CN1C(CCC1)=O (1-methylpyrrolidin-2-one), O (water), reduced iron, [Cl-].[Ca+2].[Cl-] (calcium chloride). Solvent: C(C)O (ethanol). Run at temperature 100 celsius, time 5 hour. The product is NC=1SC=2N=C(N=CC2N1)N(C=1C=C(C=CC1)NC(OC(C)(C)C)=O)C1CC1 (tert-butyl {3-[(2-amino[1,3]thiazolo[5,4-d]pyrimidin-5-yl)(cyclopropyl)amino]phenyl)carbamate). Yield: 39.0%. Reaction SMILES: [CH:1]1([N:4]([C:19]2[N:24]=[C:23]([S:25][C:26]#[N:27])[C:22]([N+:28]([O-])=O)=[CH:21][N:20]=2)[C:5]2[CH:6]=[C:7]([NH:11][C:12](=[O:18])[O:13][C:14]([CH3:17])([CH3:16])[CH3:15])[CH:8]=[CH:9][CH:10]=2)[CH2:3][CH2:2]1.CN1CCCC1=O.O.[Cl-].[Ca+2].[Cl-]>C(O)C>[NH2:27][C:26]1[S:25][C:23]2[N:24]=[C:19]([N:4]([CH:1]3[CH2:3][CH2:2]3)[C:5]3[CH:6]=[C:7]([NH:11][C:12](=[O:18])[O:13][C:14]([CH3:17])([CH3:16])[CH3:15])[CH:8]=[CH:9][CH:10]=3)[N:20]=[CH:21][C:22]=2[N:28]=1 |f:3.4.5|. Reported procedure: To a solution of the above-mentioned crude product of tert-butyl {3-[cyclopropyl(5-nitro-4-thiocyanatopyrimidin-2-yl)amino]phenyl}carbamate in ethanol (60 mL)/1-methylpyrrolidin-2-one (15 mL)/water (10 mL) were added reduced iron (4.29 g, 76.9 mmol) and calcium chloride (8.53 g, 76.9 mmol), and the mixture was stirred at 100° C. for 5 hr, and at room temperature for 2 days. The insoluble material was filtered off, and the filtrate was concentrated under reduced pressure. To the obtained residue ...